From a dataset of the Open Reaction Database (ORD), a public repository of structured organic reaction records. describe an organic reaction: reactants, conditions, products, and yield Starting materials: CCCCCCOc1cccc2ccccc12, CN(C)C=O, O, O=P(Cl)(Cl)Cl. Product: CCCCCCOc1ccc(C=O)c2ccccc12. RXN SMILES: [CH2:6]([CH2:7][CH2:8][CH2:9][CH2:10][CH3:11])[O:12][c:13]1[cH:14][cH:15][cH:16][c:17]2[cH:18][cH:19][cH:20][cH:21][c:22]12.[O:24]=[CH:25][N:26]([CH3:27])[CH3:28].[OH2:23].[P:1]([Cl:2])([Cl:3])([Cl:4])=[O:5]>>[CH2:6]([CH2:7][CH2:8][CH2:9][CH2:10][CH3:11])[O:12][c:13]1[cH:14][cH:15][c:16]([CH:25]=[O:24])[c:17]2[cH:18][cH:19][cH:20][cH:21][c:22]12.